This data is from the Open Reaction Database (ORD), a public repository of structured organic reaction records. The task is: describe an organic reaction: reactants, conditions, products, and yield Reaction conditions: time 14 hour. The yield is 67.2%. Starting materials: Cl (Hydrochloric acid), ClC=1C=C(C=CC1OCC1=CC(=CC=C1)F)NC=1C2=C(N=CN1)C=CN2CC2=CC=C(O2)C(=O)OCC (ethyl 5-{[4-({3-chloro-4-[(3-fluorobenzyl)oxy]phenyl}amino)-5H-pyrrolo[3,2-d]pyrimidin-5-yl]methyl}-2-furoate), O1CCCC1 (tetrahydrofuran), [OH-].[Na+] (sodium hydroxide). The solvent is O (water), C(C)O (ethanol). The product is ClC=1C=C(C=CC1OCC1=CC(=CC=C1)F)NC=1C2=C(N=CN1)C=CN2CC2=CC=C(O2)C(=O)O (5-{[4-({3-chloro-4-[(3-fluorobenzyl)oxy]phenyl}amino)-5H-pyrrolo[3,2-d]pyrimidin-5-yl]methyl}-2-furancarboxylic acid). Reported procedure: To a solution of ethyl 5-{[4-({3-chloro-4-[(3-fluorobenzyl)oxy]phenyl}amino)-5H-pyrrolo[3,2-d]pyrimidin-5-yl]methyl}-2-furoate (280 mg) in a mixed solvent of tetrahydrofuran (1.34 mL) and ethanol (1.34 mL) was added 1N aqueous sodium hydroxide solution (1.34 mL) and the mixture was stirred at room temperature for 14 hrs. 1N Hydrochloric acid (1.34 mL) and water (10 mL) were added to the reaction mixture and the mixture was stirred at room temperature for 30 min. The resultant precipitate was col... RXN SMILES: [Cl:1][C:2]1[CH:3]=[C:4]([NH:17][C:18]2[C:19]3[N:26]([CH2:27][C:28]4[O:32][C:31]([C:33]([O:35]CC)=[O:34])=[CH:30][CH:29]=4)[CH:25]=[CH:24][C:20]=3[N:21]=[CH:22][N:23]=2)[CH:5]=[CH:6][C:7]=1[O:8][CH2:9][C:10]1[CH:15]=[CH:14][CH:13]=[C:12]([F:16])[CH:11]=1.O1CCCC1.[OH-].[Na+].Cl>O.C(O)C>[Cl:1][C:2]1[CH:3]=[C:4]([NH:17][C:18]2[C:19]3[N:26]([CH2:27][C:28]4[O:32][C:31]([C:33]([OH:35])=[O:34])=[CH:30][CH:29]=4)[CH:25]=[CH:24][C:20]=3[N:21]=[CH:22][N:23]=2)[CH:5]=[CH:6][C:7]=1[O:8][CH2:9][C:10]1[CH:15]=[CH:14][CH:13]=[C:12]([F:16])[CH:11]=1 |f:2.3|. Yield: 90.5%. Run in C(Cl)Cl (CH2Cl2), C(Cl)Cl (CH2Cl2). RXN SMILES: O.[CH2:2]([O:9][C:10]([NH:12][CH2:13][CH2:14][CH2:15][CH2:16][CH2:17][CH2:18][CH2:19][CH2:20][CH2:21][CH2:22][CH2:23][C:24]([O:26][CH2:27][C@H:28]([CH2:47][O:48]CC1C=CC(OC)=CC=1)[O:29][C:30](=[O:46])[CH2:31][CH2:32][CH2:33][CH2:34][CH2:35][CH2:36][CH2:37][CH2:38][CH2:39][CH2:40][CH2:41][CH2:42][CH2:43][CH2:44][CH3:45])=[O:25])=[O:11])[C:3]1[CH:8]=[CH:7][CH:6]=[CH:5][CH:4]=1.C(C1C(=O)C(Cl)=C(Cl)C(=O)C=1C#N)#N>C(Cl)Cl>[CH2:2]([O:9][C:10]([NH:12][CH2:13][CH2:14][CH2:15][CH2:16][CH2:17][CH2:18][CH2:19][CH2:20][CH2:21][CH2:22][CH2:23][C:24]([O:26][CH2:27][C@H:28]([CH2:47][OH:48])[O:29][C:30](=[O:46])[CH2:31][CH2:32][CH2:33][CH2:34][CH2:35][CH2:36][CH2:37][CH2:38][CH2:39][CH2:40][CH2:41][CH2:42][CH2:43][CH2:44][CH3:45])=[O:25])=[O:11])[C:3]1[CH:4]=[CH:5][CH:6]=[CH:7][CH:8]=1. The reactants are O (H2O), C(C1=CC=CC=C1)OC(=O)NCCCCCCCCCCCC(=O)OC[C@@H](OC(CCCCCCCCCCCCCCC)=O)COCC1=CC=C(C=C1)OC (1-O-[12-(N-benzyloxycarbonyl-amino)dodecanoyl]-2-O-hexadecanoyl-3-O-(4-methoxybenzyl)sn-glycerol), C(#N)C1=C(C(=O)C(=C(C1=O)Cl)Cl)C#N (DDQ). Conditions: time 8 hour. Product: C(C1=CC=CC=C1)OC(=O)NCCCCCCCCCCCC(=O)OC[C@@H](OC(CCCCCCCCCCCCCCC)=O)CO (1-O-[12-(N-benzyloxycarbony-amino)dodecanoy]-2-O-hexadecanoyl-sn-glycerol). Reported procedure: To a solution of CH2Cl2 (50 mL) and H2O (5 mL) under air was added the diacylglycerol [7] (3.12 g, 4.00 mmol). DDQ (1.81 g, 8.00 mmol) was added and the reaction was stirred overnight at room temperature. The reaction was diluted with CH2Cl2 (50 mL) and washed with saturated NaHCO3 solution (20 mL), brine (20 mL) and dried over MgSO4. Flash chromatography eluting with 40-50% EtOAc in hexane gave the alcohol [8] (2.40 g, 3.62 mmol, 91%) as an off white solid: (Found: C, 70.7; H, 10.1; N, 2.1. C39... Reactants: Fc1ccc(C=CCBr)cc1, Cc1cc(O)c(C)c(C)c1NC=O. The product is Cc1cc(OCC=Cc2ccc(F)cc2)c(C)c(C)c1NC=O. RXN SMILES: [Br:14][CH2:15][CH:16]=[CH:17][c:18]1[cH:19][cH:20][c:21]([F:24])[cH:22][cH:23]1.[OH:1][c:2]1[c:3]([CH3:13])[c:4]([CH3:12])[c:5]([NH:9][CH:10]=[O:11])[c:6]([CH3:8])[cH:7]1>>[O:1]([c:2]1[c:3]([CH3:13])[c:4]([CH3:12])[c:5]([NH:9][CH:10]=[O:11])[c:6]([CH3:8])[cH:7]1)[CH2:15][CH:16]=[CH:17][c:18]1[cH:19][cH:20][c:21]([F:24])[cH:22][cH:23]1. Reactants: CC(=O)C1=CC=C(C=C1)Cl (4-chloroacetophenone), ketone, C1(=CC=CC=C1)[C@H](C)N ((S)-1-phenylethylamine), primary amine, C(=O)C(F)(F)F (fluoral), Cl (HCl), ethylhemiacetal. The reagents and catalysts are [Cl-].[Zn+2].[Cl-] (zinc chloride). The solvent is C1(=CC=CC=C1)C (toluene). Run at temperature 25.5 celsius, time 80 minute. Product: FC([C@@H](CC(=O)C1=CC=C(C=C1)Cl)O)(F)F ((R)-4,4,4-trifluoro-3-hydroxy-1-(4-chlorophenyl)-1-butanone). Isolated yield 98.9%. RXN SMILES: [CH3:1][C:2]([C:4]1[CH:9]=[CH:8][C:7]([Cl:10])=[CH:6][CH:5]=1)=[O:3].C1([C@@H](N)C)C=CC=CC=1.[CH:20]([C:22]([F:25])([F:24])[F:23])=[O:21].Cl>[Cl-].[Zn+2].[Cl-].C1(C)C=CC=CC=1>[F:23][C:22]([F:25])([F:24])[C@H:20]([OH:21])[CH2:1][C:2]([C:4]1[CH:9]=[CH:8][C:7]([Cl:10])=[CH:6][CH:5]=1)=[O:3] |f:4.5.6|. Procedure: At first, 5.5 g (40 mmol) of zinc chloride were added to a toluene solution (4 liters) containing 649 g (4.2 mol) of 4-chloroacetophenone (1b) as a ketone and 484 g (4.0 mol) of (S)-1-phenylethylamine ((S)-2a) as an optically active primary amine, followed by heating under reflux for 20 hr and by removing water (formed as a by-product) with a Dean-Stark tube during the reaction, in order to conduct the reaction. Then, 564 g (4.0 mol) of fluoral.ethylhemiacetal (4a) were dropped to the reaction l... Starting materials: CN(CCOC=1C=CC(=NC1)C(=O)C1=CC=C(C=C1)OC1OCCCC1)C ((5-(2-(dimethylamino)ethoxy)pyridin-2-yl)(4-(tetrahydro-2H-pyran-2-yloxy) phenyl)methanone), C(CC)(=O)C1=CC=CC=C1 (propiophenone). Product: CN(CCOC=1C=CC(=NC1)C(=C(CC)C1=CC=CC=C1)C1=CC=C(C=C1)O)C (4-(1-(5-(2-(dimethylamino)ethoxy)pyridin-2-yl)-2-phenylbut-1-enyl)phenol). RXN SMILES: [CH3:1][N:2]([CH3:27])[CH2:3][CH2:4][O:5][C:6]1[CH:7]=[CH:8][C:9]([C:12]([C:14]2[CH:19]=[CH:18][C:17]([O:20]C3CCCCO3)=[CH:16][CH:15]=2)=O)=[N:10][CH:11]=1.[C:28]([C:32]1[CH:37]=[CH:36][CH:35]=[CH:34][CH:33]=1)(=O)[CH2:29][CH3:30]>>[CH3:27][N:2]([CH3:1])[CH2:3][CH2:4][O:5][C:6]1[CH:7]=[CH:8][C:9]([C:12]([C:14]2[CH:15]=[CH:16][C:17]([OH:20])=[CH:18][CH:19]=2)=[C:28]([C:32]2[CH:37]=[CH:36][CH:35]=[CH:34][CH:33]=2)[CH2:29][CH3:30])=[N:10][CH:11]=1. Reported procedure: Following general procedure of McMurry reaction as described in example 1, step B, (5-(2-(dimethylamino)ethoxy)pyridin-2-yl)(4-(tetrahydro-2H-pyran-2-yloxy) phenyl)methanone (1 eq) was reacted with propiophenone (2 eq) to give the desired product (Z/E=1/1). m/z=389[M+1]+. Starting materials: C(C)(=O)N1CC2(CCS(CC2)(=O)=O)C2=CC=C(C=C12)Br (1-acetyl-6-bromo-1,2,2′,3′,5′,6′-hexahydrospiro[indole-3,4′-thiopyran]1′,1′-dioxide), Cl (HCl). The solvent is CO (MeOH). The product is BrC1=CC=C2C(=C1)NCC21CCS(CC1)(=O)=O (6-bromo-1,2,2′,3′,5′,6′-hexahydrospiro[indole-3,4′-thiopyran]1′,1′-dioxide). Reaction SMILES: C([N:4]1[C:19]2[C:14](=[CH:15][CH:16]=[C:17]([Br:20])[CH:18]=2)[C:6]2([CH2:11][CH2:10][S:9](=[O:13])(=[O:12])[CH2:8][CH2:7]2)[CH2:5]1)(=O)C.Cl>CO>[Br:20][C:17]1[CH:18]=[C:19]2[NH:4][CH2:5][C:6]3([CH2:11][CH2:10][S:9](=[O:13])(=[O:12])[CH2:8][CH2:7]3)[C:14]2=[CH:15][CH:16]=1. Procedure: A mixture of 1-acetyl-6-bromo-1,2,2′,3′,5′,6′-hexahydrospiro[indole-3,4′-thiopyran]1′,1′-dioxide (0.75 g, 2.1 mmol) and 5 N HCl (8 mL) in MeOH (20 mL) was heated at reflux for 3 h. After this time the solvent was removed in vacuo to give 6-bromo-1,2,2′,3′,5′,6′-hexahydrospiro[indole-3,4′-thiopyran]1′,1′-dioxide as an off-white solid. Purification by column chromatography gave 6-Bromo-1,2,2′,3′,5′,6′-hexahydrospiro[indole-3,4′-thiopyran]1′,1′-dioxide. Mass Spectrum (ESI) m/e=316.0 [(M+1) (79Br)] ... Reactants: CS(=O)(=O)Cl (methanesulphonyl chloride), ClC1=CC=C(OC2=CC=C(OCCO)C=C2)C=C1 (2-[4-(4-chlorophenoxy)-phenoxy]-1-ethanol), Cl (hydrochloric acid), Congo Red. The solvent is N1=CC=CC=C1 (pyridine). Reaction conditions: time 1 hour. The product is S(C)(=O)(=O)OCCOC1=CC=C(C=C1)OC1=CC=C(C=C1)Cl (2-[4-(4-Chlorophenoxy)-phenoxy]-ethyl mesylate). The yield is 100.2%. RXN SMILES: [CH3:1][S:2](Cl)(=[O:4])=[O:3].[Cl:6][C:7]1[CH:23]=[CH:22][C:10]([O:11][C:12]2[CH:21]=[CH:20][C:15]([O:16][CH2:17][CH2:18][OH:19])=[CH:14][CH:13]=2)=[CH:9][CH:8]=1.Cl>N1C=CC=CC=1>[S:2]([O:19][CH2:18][CH2:17][O:16][C:15]1[CH:20]=[CH:21][C:12]([O:11][C:10]2[CH:22]=[CH:23][C:7]([Cl:6])=[CH:8][CH:9]=2)=[CH:13][CH:14]=1)(=[O:4])(=[O:3])[CH3:1]. Reported procedure: 2.6 g (0.0227 mol) of methanesulphonyl chloride are run over the course of 5 minutes, at about +10° C., into a solution of 6 g (0.0227 mol) of 2-[4-(4-chlorophenoxy)-phenoxy]-1-ethanol (CRL 40,293) in 11 ml of pyridine and the mixture is then stirred for 1 hour at ambient temperature. Thereafter the reaction mixture is poured onto ice and acidified to Congo Red with concentrated hydrochloric acid. After extracting the insoluble matter with ethyl acetate, washing the organic phase obtained with w...